From a dataset of the Open Reaction Database (ORD), a public repository of structured organic reaction records. describe an organic reaction: reactants, conditions, products, and yield Reported procedure: A mixture of 1-ethyl-6-fluoro-7-chloro-1,4-dihydro-4-oxoquinoline-3-carboxylic acid (1.9 g), piperazine hexahydrate (15 g) and water (15 ml) was heated at 170° C. in a sealed tube for 16 hours. After evaporation of the solvent, the residue was acidified with diluted hydrochloric acid, heated at 100° C., and the hot solution was filtered. The filtrate was evaporated to dryness. The residue was dissolved in 10% sodium hydroxide and neutralized with acetic acid. The precipitate was collected, washe... Reactants: C(C)N1C=C(C(C2=CC(=C(C=C12)Cl)F)=O)C(=O)O (1-ethyl-6-fluoro-7-chloro-1,4-dihydro-4-oxoquinoline-3-carboxylic acid), O.O.O.O.O.O.N1CCNCC1 (piperazine hexahydrate). Yields the product C(C)N1C=C(C(C2=CC(=C(C=C12)N1CCNCC1)F)=O)C(=O)O (1-ethyl-6-fluoro-1,4-dihydro-7-(1-piperazinyl)-4-oxoquinoline-3-carboxylic acid). RXN SMILES: [CH2:1]([N:3]1[C:12]2[C:7](=[CH:8][C:9]([F:14])=[C:10](Cl)[CH:11]=2)[C:6](=[O:15])[C:5]([C:16]([OH:18])=[O:17])=[CH:4]1)[CH3:2].O.O.O.O.O.O.[NH:25]1[CH2:30][CH2:29][NH:28][CH2:27][CH2:26]1>O>[CH2:1]([N:3]1[C:12]2[C:7](=[CH:8][C:9]([F:14])=[C:10]([N:25]3[CH2:30][CH2:29][NH:28][CH2:27][CH2:26]3)[CH:11]=2)[C:6](=[O:15])[C:5]([C:16]([OH:18])=[O:17])=[CH:4]1)[CH3:2] |f:1.2.3.4.5.6.7|. Run at temperature 170 celsius. The solvent is O (water). The reactants are CN(C)CCCCl, N=S(=O)(c1ccccc1)c1cccs1. Product: CN(C)CCCN=S(=O)(c1ccccc1)c1cccs1. Reaction SMILES: [CH3:15][N:16]([CH2:17][CH2:18][CH2:19][Cl:20])[CH3:21].[c:1]1([S:7](=[O:8])(=[NH:9])[c:10]2[s:11][cH:12][cH:13][cH:14]2)[cH:2][cH:3][cH:4][cH:5][cH:6]1>>[c:1]1([S:7](=[O:8])(=[N:9][CH2:19][CH2:18][CH2:17][N:16]([CH3:15])[CH3:21])[c:10]2[s:11][cH:12][cH:13][cH:14]2)[cH:2][cH:3][cH:4][cH:5][cH:6]1. The reactants are B, CSC, CB1OC(c2ccccc2)(c2ccccc2)C2CCCN12, O=C1CCOc2cc(F)cc(F)c21, C1CCOC1, Cc1ccccc1. The product is OC1CCOc2cc(F)cc(F)c21. As a reaction SMILES: [BH3:32].[CH3:29][S:30][CH3:31].[CH3:8][B:9]1[N:10]2[CH2:11][CH2:12][CH2:13][CH:14]2[C:15]([c:16]2[cH:17][cH:18][cH:19][cH:20][cH:21]2)([c:22]2[cH:23][cH:24][cH:25][cH:26][cH:27]2)[O:28]1.[F:33][c:34]1[c:35]2[c:40]([cH:41][c:42]([F:44])[cH:43]1)[O:39][CH2:38][CH2:37][C:36]2=[O:45].[O:46]1[CH2:47][CH2:48][CH2:49][CH2:50]1.[c:1]1([CH3:2])[cH:3][cH:4][cH:5][cH:6][cH:7]1>>[F:33][c:34]1[c:35]2[c:40]([cH:41][c:42]([F:44])[cH:43]1)[O:39][CH2:38][CH2:37][CH:36]2[OH:45]. The reactants are Cl (hydrochloric acid), C(C1=CC=CC=C1)OC1=C(N(C(=CC1=O)C(C(F)(F)F)O)C)C (3-benzyloxy-1,2-dimethyl-6-(2,2,2-trifluoro-1-hydroxy-ethyl)-1H-pyridin-4-one). The reagents and catalysts are [Pd] (Pd/C). Run in CO (methanol). Conditions: time 30 minute. Yields the product OC1=C(N(C(=CC1=O)C(C(F)(F)F)O)C)C (3-hydroxy-1,2-dimethyl-6-(2,2,2-trifluoro-1-hydroxy-ethyl)-1H-pyridin-4-one). Yield: 39.3%. Reaction SMILES: C([O:8][C:9]1[C:14](=[O:15])[CH:13]=[C:12]([CH:16]([OH:21])[C:17]([F:20])([F:19])[F:18])[N:11]([CH3:22])[C:10]=1[CH3:23])C1C=CC=CC=1.Cl>[Pd].CO>[OH:8][C:9]1[C:14](=[O:15])[CH:13]=[C:12]([CH:16]([OH:21])[C:17]([F:20])([F:18])[F:19])[N:11]([CH3:22])[C:10]=1[CH3:23]. Reported procedure: A suspension of 3-benzyloxy-1,2-dimethyl-6-(2,2,2-trifluoro-1-hydroxy-ethyl)-1H-pyridin-4-one (190 mg, 0.58 mmol) and methanol (30 mL) was sonicated for a few min. The addition of a 6.00 N hydrochloric acid solution (50 μL, 0.30 mmol) gave a clear solution. To the solution was added Pd/C (10 wt. %, dry basis, on activated carbon, wet, Degussa type E101 NE/W, 80 mg). The debenzylation reaction was conducted under a hydrogen pressure of 50 psi. The reaction was completed within 30 min. A CELITE™ b... Reactants: CC1=CC(=NC(=N1)N)NC1=CC=C(C=C1)[N+](=O)[O-] (6-Methyl-N4-(4-nitrophenyl)pyrimidine-2,4-diamine), CCO (EtOH), O (H2O). Reagents/catalysts: [Fe] (Fe). Solvent: CC(=O)O (AcOH). Product: NC1=CC=C(C=C1)NC1=NC(=NC(=C1)C)N (N4-(4-Aminophenyl)-6-methylpyrimidine-2,4-diamine). Reaction SMILES: [CH3:1][C:2]1[N:7]=[C:6]([NH2:8])[N:5]=[C:4]([NH:9][C:10]2[CH:15]=[CH:14][C:13]([N+:16]([O-])=O)=[CH:12][CH:11]=2)[CH:3]=1.CCO.O>[Fe].CC(O)=O>[NH2:16][C:13]1[CH:12]=[CH:11][C:10]([NH:9][C:4]2[CH:3]=[C:2]([CH3:1])[N:7]=[C:6]([NH2:8])[N:5]=2)=[CH:15][CH:14]=1. Reported procedure: To a refluxing suspension of amine E2 (5.46 g, 0.02 mol) in 2:1 EtOH:H2O (100 mL) were sequentially added Fe dust (4.97 g, 0.09 mol) and AcOH (2 mL, 2% v/v), and the resulting dark brown suspension was refluxed for ˜14 h. After this time, the hot reaction mixture was filtered through a pad of Celite, and solvent was removed under reduced pressure. The resulting residue was extracted with hot water, and the resulting aqueous suspension filtered through a pad of Celite. Solvent was removed under r... Starting materials: ClC1=NC(=CC(=C1)B1OC(C(O1)(C)C)(C)C)F (2-Chloro-6-fluoro-4-(4,4,5,5-tetramethyl-[1,3,2]dioxaborolan-2-yl)-pyridine), ClC1=NC=CC(=C1)C1=CN=C2N1C=C(C=C2)NC2CC(CCC2)O ((1SR,3RS)-3-[3-(2-Chloro-pyridin-4-yl)-imidazo[1,2-a]pyridin-6-ylamino)-cyclohexanol), ClC1=NC=CC(=C1)C1=CN=C2N1C=C(C=C2)NC2CC(CCC2)O ((1SR,3RS)-3-[3-(2-Chloro-pyridin-4-yl)-imidazo[1,2-a]pyridin-6-ylamino)-cyclohexanol), BrC1=CN=C2N1C=C(C=C2)NC2CC(CCC2)O ((1RS,3RS)-3-(3-Bromo-imidazo[1,2-a]pyridin-6-ylamino)-cyclohexanol). Product: ClC1=NC(=CC(=C1)C1=CN=C2N1C=C(C=C2)NC2CC(CCC2)O)F ((1SR,3RS)-3-[3-(2-Chloro-6-fluoro-pyridin-4-yl)-imidazo[1,2-a]pyridin-6-ylamino)-cyclohexanol). As a reaction SMILES: [Cl:1][C:2]1[CH:7]=[C:6](B2OC(C)(C)C(C)(C)O2)[CH:5]=[C:4]([F:17])[N:3]=1.ClC1C=C([C:25]2[N:29]3[CH:30]=[C:31]([NH:34][CH:35]4[CH2:40][CH2:39][CH2:38][CH:37]([OH:41])[CH2:36]4)[CH:32]=[CH:33][C:28]3=[N:27][CH:26]=2)C=CN=1.BrC1N2C=C(NC3CCCC(O)C3)C=CC2=NC=1>>[Cl:1][C:2]1[CH:7]=[C:6]([C:25]2[N:29]3[CH:30]=[C:31]([NH:34][CH:35]4[CH2:40][CH2:39][CH2:38][CH:37]([OH:41])[CH2:36]4)[CH:32]=[CH:33][C:28]3=[N:27][CH:26]=2)[CH:5]=[C:4]([F:17])[N:3]=1. Reported procedure: The title compound is prepared from 2-Chloro-6-fluoro-4-(4,4,5,5-tetramethyl-[1,3,2]dioxaborolan-2-yl)-pyridine and (1SR,3RS)-3-(3-Bromo-imidazo[1,2-a]pyridin-6-ylamino)-cyclohexanol [Intermediate R (step 1)] by a procedure analogous to [Intermediate J (step 2)] As a reaction SMILES: Br[C:2]1[CH:7]=[CH:6][C:5]([O:8][CH3:9])=[C:4]([CH2:10][O:11][CH2:12][C:13]2[CH:18]=[CH:17][C:16]([C:19]([F:22])([F:21])[F:20])=[CH:15][CH:14]=2)[CH:3]=1.C([Li])CCC.[CH:28](N1CCOCC1)=[O:29].Cl>O1CCCC1>[CH3:9][O:8][C:5]1[CH:6]=[CH:7][C:2]([CH:28]=[O:29])=[CH:3][C:4]=1[CH2:10][O:11][CH2:12][C:13]1[CH:18]=[CH:17][C:16]([C:19]([F:22])([F:21])[F:20])=[CH:15][CH:14]=1. Reaction conditions: temperature -78 celsius, time 30 minute. Procedure: 1.4 g of 4-bromo-1-methoxy-2-({[4-(trifluoromethyl)benzyl]oxy}methyl)benzene was dissolved in 15 ml tetrahydrofuran and cooled at −78° C., and 3.0 ml n-butyl lithium (1.5 M solution in pentane) was added. After stirring the reaction mixture at −78° C. for 30 minutes, 0.45 ml N-formyl morpholine was added, and the mixture was stirred at −78° C. for 1 hour. 1N hydrochloric acid was added to the reaction solution, followed by extracting with ethyl acetate. The organic layer was washed with brine, d... The reactants are Cl (hydrochloric acid), BrC1=CC(=C(C=C1)OC)COCC1=CC=C(C=C1)C(F)(F)F (4-bromo-1-methoxy-2-({[4-(trifluoromethyl)benzyl]oxy}methyl)benzene), C(=O)N1CCOCC1 (N-formyl morpholine), C(CCC)[Li] (n-butyl lithium). Product: COC1=C(C=C(C=O)C=C1)COCC1=CC=C(C=C1)C(F)(F)F (4-methoxy-3-({[4-(trifluoromethyl)benzyl]oxy}methyl)benzaldehyde). Solvent: O1CCCC1 (tetrahydrofuran). Reported procedure: A mixture of 100 mg (0.314 mmol) of N-(6-fluoro-7-nitro-2,4-dioxo-1,4-dihydro-2H-quinazolin-3-yl)-methanesulfonamide, 333 mg (1.57 mmol) of 4-(tert-butyl-dimethyl-silanyloxymethyl)-1H-imidazole and 1 ml of dry 1,3-dimethyl-2-imidazolidinone is heated to 140° C. (oil bath temperature) in a closed vial for 4 hours. After cooling, the orange solution is diluted with ethyl acetate and the organic phase washed with water and brine and dried over Na2SO4. Evaporation of the solvent gives an oil which i... The solvent is C(C)(=O)OCC (ethyl acetate). Starting materials: FC=1C=C2C(N(C(NC2=CC1[N+](=O)[O-])=O)NS(=O)(=O)C)=O (N-(6-fluoro-7-nitro-2,4-dioxo-1,4-dihydro-2H-quinazolin-3-yl)-methanesulfonamide), C(C)(C)(C)[SiH2]OC(C=1N=CNC1)(C)C (4-(tert-butyl-dimethyl-silanyloxymethyl)-1H-imidazole), CN1C(N(CC1)C)=O (1,3-dimethyl-2-imidazolidinone). Run at temperature 140 celsius. Reaction SMILES: F[C:2]1[CH:3]=[C:4]2[C:9](=[CH:10][C:11]=1[N+:12]([O-:14])=[O:13])[NH:8][C:7](=[O:15])[N:6]([NH:16][S:17]([CH3:20])(=[O:19])=[O:18])[C:5]2=[O:21].[C:22]([SiH2:26][O:27][C:28]([CH3:35])([CH3:34])[C:29]1[N:30]=[CH:31][NH:32][CH:33]=1)([CH3:25])([CH3:24])[CH3:23].CN1CCN(C)C1=O>C(OCC)(=O)C>[C:22]([SiH2:26][O:27][C:28]([CH3:35])([CH3:34])[C:29]1[N:30]=[CH:31][N:32]([C:2]2[CH:3]=[C:4]3[C:9](=[CH:10][C:11]=2[N+:12]([O-:14])=[O:13])[NH:8][C:7](=[O:15])[N:6]([NH:16][S:17]([CH3:20])(=[O:19])=[O:18])[C:5]3=[O:21])[CH:33]=1)([CH3:25])([CH3:23])[CH3:24]. Isolated yield 33.1%. The product is C(C)(C)(C)[SiH2]OC(C=1N=CN(C1)C=1C=C2C(N(C(NC2=CC1[N+](=O)[O-])=O)NS(=O)(=O)C)=O)(C)C (N-{6-[4-(tert-butyl-dimethyl-silanyloxymethyl)-imidazol-1-yl]-7-nitro-2,4-dioxo-1,4-dihydro-2H-quinazolin-3-yl}-methanesulfonamide).